From a dataset of the Open Reaction Database (ORD), a public repository of structured organic reaction records. describe an organic reaction: reactants, conditions, products, and yield Reactants: C(C)(C)(C)OC(NCCNC(=O)C1=CC2=C(N(C(=N2)NC=2SC3=C(N2)C=CC(=C3)Cl)C)C=C1)=O ((2-{[2-(6-chloro-benzothiazol-2-ylamino)-1-methyl-1H-benzoimidazole-5-carbonyl]amino}-ethyl)-carbamic acid tert-butyl ester), Cl (hydrogen chloride). Product: Cl.Cl.NCCNC(=O)C1=CC2=C(N(C(=N2)NC=2SC3=C(N2)C=CC(=C3)Cl)C)C=C1 (2-(6-Chloro-benzothiazol-2-ylamino)-1-methyl-1H-benzoimidazole-5-carboxylic acid (2-amino-ethyl)-amide dihydrochloride). RXN SMILES: C(OC(=O)[NH:7][CH2:8][CH2:9][NH:10][C:11]([C:13]1[CH:33]=[CH:32][C:16]2[N:17]([CH3:31])[C:18]([NH:20][C:21]3[S:22][C:23]4[CH:29]=[C:28]([Cl:30])[CH:27]=[CH:26][C:24]=4[N:25]=3)=[N:19][C:15]=2[CH:14]=1)=[O:12])(C)(C)C.[ClH:35]>>[ClH:30].[ClH:35].[NH2:7][CH2:8][CH2:9][NH:10][C:11]([C:13]1[CH:33]=[CH:32][C:16]2[N:17]([CH3:31])[C:18]([NH:20][C:21]3[S:22][C:23]4[CH:29]=[C:28]([Cl:30])[CH:27]=[CH:26][C:24]=4[N:25]=3)=[N:19][C:15]=2[CH:14]=1)=[O:12] |f:2.3.4|. Reported procedure: 2-(6-Chloro-benzothiazol-2-ylamino)-1-methyl-1H-benzoimidazole-5-carboxylic acid (2-amino-ethyl)-amide dihydrochloride (225 mg) was prepared by following General Procedure L using (2-{[2-(6-chloro-benzothiazol-2-ylamino)-1-methyl-1H-benzoimidazole-5-carbonyl]amino}-ethyl)-carbamic acid tert-butyl ester (250 mg) and hydrogen chloride (1.25 mL, 4.0 M solution in 1,4-dioxane). The reactants are BrB(Br)Br, COc1ccc(-c2ccc3c(c2)c(Cc2ccccc2)c(-c2ccccc2)n3Cc2ccccc2)cc1, ClCCl. RXN SMILES: [B:38]([Br:39])([Br:40])[Br:41].[CH2:1]([c:2]1[cH:3][cH:4][cH:5][cH:6][cH:7]1)[n:8]1[c:9](-[c:32]2[cH:33][cH:34][cH:35][cH:36][cH:37]2)[c:10]([CH2:25][c:26]2[cH:27][cH:28][cH:29][cH:30][cH:31]2)[c:11]2[cH:12][c:13](-[c:17]3[cH:18][cH:19][c:20]([O:23][CH3:24])[cH:21][cH:22]3)[cH:14][cH:15][c:16]12.[Cl:42][CH2:43][Cl:44]>>[CH2:1]([c:2]1[cH:3][cH:4][cH:5][cH:6][cH:7]1)[n:8]1[c:9](-[c:32]2[cH:33][cH:34][cH:35][cH:36][cH:37]2)[c:10]([CH2:25][c:26]2[cH:27][cH:28][cH:29][cH:30][cH:31]2)[c:11]2[cH:12][c:13](-[c:17]3[cH:18][cH:19][c:20]([OH:23])[cH:21][cH:22]3)[cH:14][cH:15][c:16]12. Yields the product Oc1ccc(-c2ccc3c(c2)c(Cc2ccccc2)c(-c2ccccc2)n3Cc2ccccc2)cc1.